Dataset: the Open Reaction Database (ORD), a public repository of structured organic reaction records. Task: describe an organic reaction: reactants, conditions, products, and yield Reactants: CCO, COc1c(F)cc(Br)c2nc(C)ccc12, [H][H]. Product: COc1c(F)ccc2nc(C)ccc12. RXN SMILES: [CH3:18][CH2:19][OH:20].[CH3:1][c:2]1[n:3][c:4]2[c:5]([Br:15])[cH:6][c:7]([F:14])[c:8]([O:12][CH3:13])[c:9]2[cH:10][cH:11]1.[H:16][H:17]>>[CH3:1][c:2]1[n:3][c:4]2[cH:5][cH:6][c:7]([F:14])[c:8]([O:12][CH3:13])[c:9]2[cH:10][cH:11]1. Reactants: IC1=C(C(=O)O)C=CC=C1 (2-iodobenzoic acid), C(=O)([O-])[O-].[K+].[K+] (K2CO3), NC1=CC=NN1C(C)C (5-amino-1-isopropylpyrazole). The reagents and catalysts are O.C(C)(=O)[O-].[Cu+2].C(C)(=O)[O-] (copper (II) acetate monohydrate). Run in CN(C)C=O (DMF). Yields the product C(C)(C)N1N=CC=C1NC=1C(C(=O)O)=CC=CC1 (N-(1-isopropylpyrazol-5-yl)anthranilic acid). The yield is 97.3%. RXN SMILES: I[C:2]1[CH:10]=[CH:9][CH:8]=[CH:7][C:3]=1[C:4]([OH:6])=[O:5].C([O-])([O-])=O.[K+].[K+].[NH2:17][C:18]1[N:22]([CH:23]([CH3:25])[CH3:24])[N:21]=[CH:20][CH:19]=1>CN(C=O)C.O.C([O-])(=O)C.[Cu+2].C([O-])(=O)C>[CH:23]([N:22]1[C:18]([NH:17][C:2]2[C:3](=[CH:7][CH:8]=[CH:9][CH:10]=2)[C:4]([OH:6])=[O:5])=[CH:19][CH:20]=[N:21]1)([CH3:25])[CH3:24] |f:1.2.3,6.7.8.9|. Procedure details: To 2-iodobenzoic acid (54 g, 0.218 mol) in DMF (570 ml) was added K2CO3 (33.4 g, 0.242 mol), then 5-amino-1-isopropylpyrazole (27.3 g, 0.218 mol) and finally copper (II) acetate monohydrate (0.9 g, 4.5 mmol). The reaction mixture was refluxed overnight and then the DMF was evaporated. The residue was poured into ice/water and then the mixture was acidified with acetic acid and concentrated HCl to a pH of about 4. A precipitate formed which was collected by filtration, washed with water and dried... Starting materials: COc1ccc(-c2ccc(OC)cc2)cc1, Ic1ccc2c(c1)OCO2, O. Yields the product COc1ccc(-c2ccc3c(c2)OCO3)cc1. RXN SMILES: [CH3:1][O:2][c:3]1[cH:4][cH:5][c:6](-[c:9]2[cH:10][cH:11][c:12]([O:15][CH3:16])[cH:13][cH:14]2)[cH:7][cH:8]1.[I:17][c:18]1[cH:19][cH:20][c:21]2[c:25]([cH:26]1)[O:23][CH2:22][O:24]2.[OH2:27]>>[CH3:1][O:2][c:3]1[cH:4][cH:5][c:6](-[c:9]2[cH:10][c:11]3[c:12]([cH:13][cH:14]2)[O:15][CH2:16][O:24]3)[cH:7][cH:8]1. Yields the product CC/C=C\C[C@@H]1[C@H](CCC1=O)CC(=O)OC (methyl cis-jasmonate). Reaction SMILES: [O:1]=[C:2]1[CH2:6][CH2:5][CH:4]([CH2:7][C:8]([OH:10])=[O:9])[CH:3]1[CH2:11][C:12]#[C:13][CH2:14][CH3:15].N1C=CC=C[CH:17]=1>[Pd]>[CH3:15][CH2:14]/[CH:13]=[CH:12]\[CH2:11][C@H:3]1[C:2](=[O:1])[CH2:6][CH2:5][C@@H:4]1[CH2:7][C:8]([O:10][CH3:17])=[O:9]. Reactants: methyl ester, O=C1C(C(CC1)CC(=O)O)CC#CCC (3-oxo-2-(2-pentynyl)-cyclopentaneacetic acid), N1=CC=CC=C1 (pyridine). Procedure details: Four hundred mg. of the methyl ester of 3-oxo-2-(2-pentynyl)-cyclopentaneacetic acid dissolved in 10 ml. of pyridine is added to 100 mg of 5% palladium on barium sulfate, and the resulting mixture is hydrogenated at room temperature and pressure. Forty-four milliliters of hydrogen is absorbed in 90 minutes, then the reaction stops completely. After filtering off the catalyst, the solvent is evaporated. The remaining oil is dissolved in ether-hexane 1:1 and washed with 1N HCl, aqueous saturated s... The reagents and catalysts are [Pd] (palladium on barium sulfate). Yield: 98.0%.